From a dataset of the Open Reaction Database (ORD), a public repository of structured organic reaction records. describe an organic reaction: reactants, conditions, products, and yield Reactants: COCCOC, CCOC(=O)CP(=O)(OCC)OCC, COc1ccc(C(=O)c2cccc(C(F)(F)F)c2)cc1, [H-], [Na+], O. The product is CCOC(=O)CC(c1ccc(OC)cc1)c1cccc(C(F)(F)F)c1. As a reaction SMILES: [CH2:38]([CH2:39][O:40][CH3:41])[O:42][CH3:43].[CH3:23][CH2:24][O:25][C:26](=[O:27])[CH2:28][P:29]([O:30][CH2:31][CH3:32])([O:33][CH2:34][CH3:35])=[O:36].[F:1][C:2]([c:3]1[cH:4][c:5]([C:6](=[O:7])[c:8]2[cH:9][cH:10][c:11]([O:14][CH3:15])[cH:12][cH:13]2)[cH:16][cH:17][cH:18]1)([F:19])[F:20].[H-:21].[Na+:22].[OH2:37]>>[F:1][C:2]([c:3]1[cH:4][c:5]([CH:6]([c:8]2[cH:9][cH:10][c:11]([O:14][CH3:15])[cH:12][cH:13]2)[CH2:28][C:26]([O:25][CH2:24][CH3:23])=[O:27])[cH:16][cH:17][cH:18]1)([F:19])[F:20]. Starting materials: C(C)OCC(C(CC1=CC2=CC=CC=C2C=C1)[N+](=O)[O-])(O)COCC (α,α-diethoxymethyl-β-nitro-2-naphthalenepropanol). Reagents/catalysts: [Ni] (Raney nickel). Run in C(C)(C)O (isopropanol). The product is C(C)OCC(C(CC1=CC2=CC=CC=C2C=C1)N)(O)COCC (α,α-diethoxymethyl-β-amino-2-naphthalenepropanol). Isolated yield 85.9%. RXN SMILES: [CH2:1]([O:3][CH2:4][C:5]([CH2:22][O:23][CH2:24][CH3:25])([OH:21])[CH:6]([N+:18]([O-])=O)[CH2:7][C:8]1[CH:17]=[CH:16][C:15]2[C:10](=[CH:11][CH:12]=[CH:13][CH:14]=2)[CH:9]=1)[CH3:2]>[Ni].C(O)(C)C>[CH2:24]([O:23][CH2:22][C:5]([CH2:4][O:3][CH2:1][CH3:2])([OH:21])[CH:6]([NH2:18])[CH2:7][C:8]1[CH:17]=[CH:16][C:15]2[C:10](=[CH:11][CH:12]=[CH:13][CH:14]=2)[CH:9]=1)[CH3:25]. Procedure details: A mixture of α,α-diethoxymethyl-β-nitro-2-naphthalenepropanol (4.7 g) and Raney nickel in isopropanol (80 ml) was stirred under hydrogen at atmospheric pressure. When absorption of hydrogen was complete the mixture was degased in vacuo for 15 minutes and filtered through celite. Evaporation of the solvent in vacuo yielded α,α-diethoxymethyl-β-amino-2-naphthalenepropanol (3.69 g) as an oil. Starting materials: COCCOc1cc2nc[nH]c(=O)c2cc1OC, Cc1ccccc1, O=P(Cl)(Cl)Cl. Yields the product COCCOc1cc2ncnc(Cl)c2cc1OC. As a reaction SMILES: [CH3:1][O:2][c:3]1[cH:4][c:5]2[c:6](=[O:18])[nH:7][cH:8][n:9][c:10]2[cH:11][c:12]1[O:13][CH2:14][CH2:15][O:16][CH3:17].[CH3:24][c:25]1[cH:26][cH:27][cH:28][cH:29][cH:30]1.[P:19]([Cl:20])([Cl:21])([Cl:22])=[O:23]>>[CH3:1][O:2][c:3]1[cH:4][c:5]2[c:6]([Cl:21])[n:7][cH:8][n:9][c:10]2[cH:11][c:12]1[O:13][CH2:14][CH2:15][O:16][CH3:17]. Reactants: CN(C)CC1=CC=C(O1)CSCCN (2-[(5-dimethylaminomethyl-2furanyl)methylthio]ethylamine), C(C)OC1=NS(C(=C1N)S(=O)(=O)C)(=O)=O (3-ethoxy-4-amino-5-methylsulfonylisothiazole-1,1-dioxide). Solvent: C(C)#N (acetonitrile). Conditions: time 15 hour. The product is CN(C)CC1=CC=C(O1)CSCCNC1=NS(C(=C1N)S(=O)(=O)C)(=O)=O (3-[2-[(5-Dimethylaminomethyl-2-furanyl)methylthio]ethyl]amino-4-amino-5-methylsulfonylisothiazole-1,1-dioxide). As a reaction SMILES: [CH3:1][N:2]([CH2:4][C:5]1[O:9][C:8]([CH2:10][S:11][CH2:12][CH2:13][NH2:14])=[CH:7][CH:6]=1)[CH3:3].C(O[C:18]1[C:22]([NH2:23])=[C:21]([S:24]([CH3:27])(=[O:26])=[O:25])[S:20](=[O:29])(=[O:28])[N:19]=1)C>C(#N)C>[CH3:3][N:2]([CH2:4][C:5]1[O:9][C:8]([CH2:10][S:11][CH2:12][CH2:13][NH:14][C:18]2[C:22]([NH2:23])=[C:21]([S:24]([CH3:27])(=[O:25])=[O:26])[S:20](=[O:29])(=[O:28])[N:19]=2)=[CH:7][CH:6]=1)[CH3:1]. Reported procedure: To a solution of 2-[(5-dimethylaminomethyl-2furanyl)methylthio]ethylamine (0.66 g, 3.08 mmol) in acetonitrile (5 ml) under a nitrogen atmosphere there was added solid 3-ethoxy-4-amino-5-methylsulfonylisothiazole-1,1-dioxide (0.77 g, 3.01 mmol) to give an immediate solution and exothermic reaction. After 1/4 hour, the product began to crystallize and after stirring for 15 hours, was collected by filtration (1.2 g). The title compound was recrystallized by dissolving in hot methanol and diluting w... The reactants are [OH-].[Na+] (NaOH), Cl.Cl.Cl.N(C(=N)N)C=1SC=C(N1)CSCCNC(C(N)=N)=N (N-{2-[(2-Guanidinothiazol-4-yl)methylthio]ethyl}ethanediimidamide trihydrochloride), C(Cl)Cl (CH2Cl2), S(N1C(C=2C(C1=O)=CC=CC2)=O)N2C(C=1C(C2=O)=CC=CC1)=O (N,N'-thiobisphthalimide). Solvent: C(C)N(CC)CC (triethylamine). Conditions: time 1 hour. Yields the product NC1=NSN=C1NCCSCC=1N=C(SC1)NC(=N)N (3-Amino-4-{2-[(2-guanidinothiazol-4-yl)methylthio]-ethylamino}-1,2,5-thiadiazole). Yield: 53.9%. Reaction SMILES: Cl.Cl.Cl.[NH:4]([C:8]1[S:9][CH:10]=[C:11]([CH2:13][S:14][CH2:15][CH2:16][NH:17][C:18](=[NH:22])[C:19](=[NH:21])[NH2:20])[N:12]=1)[C:5]([NH2:7])=[NH:6].C(Cl)Cl.[S:26](N1C(=O)C2=CC=CC=C2C1=O)N1C(=O)C2=CC=CC=C2C1=O.[OH-].[Na+]>C(N(CC)CC)C>[NH2:21][C:19]1[C:18]([NH:17][CH2:16][CH2:15][S:14][CH2:13][C:11]2[N:12]=[C:8]([NH:4][C:5]([NH2:7])=[NH:6])[S:9][CH:10]=2)=[N:22][S:26][N:20]=1 |f:0.1.2.3,6.7|. Reported procedure: A mixture of crude N-{2-[(2-guanidinothiazol-4-yl)methylthio]ethyl}ethanediimidamide trihydrochloride (5.65 g, 13.7 mmoles) [prepared in Step A], 50 ml of CH2Cl2 and 5.7 ml of triethylamine was treated with N,N'-thiobisphthalimide (DMF solvate) (5.44 g; 13.7 mmoles) and stirred for one hour to give a thick suspension. The mixture was treated with 40 ml of 2N NaOH and the solvents were decanted from the gum-like material which had separated. The gum was washed with 40 ml of 2N NaOH, water, and th... The solvent is [Cl-].[Na+].O (brine). Reported procedure: To a mixed slurry of (1S,2S)-2-[[2-(5-chloro-1H-pyrrolo[5,4-b]pyridin-3-yl)-5-fluoro-pyrimidin-4-yl]amino]cyclohexane-1-carboxylic acid, 553, (0.090 g, 0.231 mmol), in ethanol (1.5 mL) at room temperature was added HCl (0.577 mL of 4 M solution, 2.309 mmol). The solution was warmed to 50° C. After 6 hours, the mixture was basified with 1N NaOH, brine was added and the aqueous layer was and extracted repeatedly with EtOAc. The organic layer was dried over MgSO4, and filtered through a short plug ... Reaction conditions: temperature 50 celsius, time 6 hour. Yields the product ClC=1C=C2C(=NC1)NC=C2C2=NC=C(C(=N2)N[C@@H]2[C@H](CCCC2)C(=O)OCC)F ((1S,2S)-ethyl 2-(2-(5-chloro-1H-pyrrolo[2,3-b]pyridin-3-yl)-5-fluoropyrimidin-4-ylamino)cyclohexanecarboxylate). Reaction SMILES: [Cl:1][C:2]1[CH:3]=[C:4]2[C:10]([C:11]3[N:16]=[C:15]([NH:17][C@H:18]4[CH2:23][CH2:22][CH2:21][CH2:20][C@@H:19]4[C:24]([OH:26])=[O:25])[C:14]([F:27])=[CH:13][N:12]=3)=[CH:9][NH:8][C:5]2=[N:6][CH:7]=1.Cl.[OH-].[Na+].[CH2:31](O)[CH3:32]>[Cl-].[Na+].O>[Cl:1][C:2]1[CH:3]=[C:4]2[C:10]([C:11]3[N:16]=[C:15]([NH:17][C@H:18]4[CH2:23][CH2:22][CH2:21][CH2:20][C@@H:19]4[C:24]([O:26][CH2:31][CH3:32])=[O:25])[C:14]([F:27])=[CH:13][N:12]=3)=[CH:9][NH:8][C:5]2=[N:6][CH:7]=1 |f:2.3,5.6.7|. The reactants are ClC=1C=C2C(=NC1)NC=C2C2=NC=C(C(=N2)N[C@@H]2[C@H](CCCC2)C(=O)O)F ((1S,2S)-2-[[2-(5-chloro-1H-pyrrolo[5,4-b]pyridin-3-yl)-5-fluoro-pyrimidin-4-yl]amino]cyclohexane-1-carboxylic acid), Cl (HCl), C(C)O (ethanol), [OH-].[Na+] (NaOH). Starting materials: CC(=O)O, CCCC[N+](CCCC)(CCCC)CCCC, C1CCOC1, COP(=O)(C#Cc1c(-c2ccc(F)cc2)nc2ccccc2c1C(C)C)CC(CC(=O)O)O[Si](c1ccccc1)(c1ccccc1)C(C)(C)C, CCOCC, CCOC(C)=O, [F-], C=[N+]=[N-]. Product: COP(=O)(C#Cc1c(-c2ccc(F)cc2)nc2ccccc2c1C(C)C)CC(O)CC(=O)O. As a reaction SMILES: [C:69]([OH:70])(=[O:71])[CH3:72].[CH2:52]([N+:53]([CH2:54][CH2:55][CH2:56][CH3:57])([CH2:58][CH2:59][CH2:60][CH3:61])[CH2:62][CH2:63][CH2:64][CH3:65])[CH2:66][CH2:67][CH3:68].[CH2:76]1[O:77][CH2:78][CH2:79][CH2:80]1.[CH3:1][C:2]([Si:3]([c:4]1[cH:5][cH:39][cH:40][cH:41][cH:42]1)([O:6][CH:7]([CH2:8][C:9](=[O:10])[OH:11])[CH2:12][P:13](=[O:14])([O:15][CH3:16])[C:17]#[C:18][c:19]1[c:20](-[c:32]2[cH:33][cH:34][c:35]([F:38])[cH:36][cH:37]2)[n:21][c:22]2[cH:23][cH:24][cH:25][cH:26][c:27]2[c:28]1[CH:29]([CH3:30])[CH3:31])[c:43]1[cH:44][cH:45][cH:46][cH:47][cH:48]1)([CH3:49])[CH3:50].[CH3:81][CH2:82][O:83][CH2:84][CH3:85].[CH3:86][CH2:87][O:88][C:89]([CH3:90])=[O:91].[F-:51].[N+:73](=[CH2:74])=[N-:75]>>[OH:6][CH:7]([CH2:8][C:9](=[O:10])[OH:11])[CH2:12][P:13](=[O:14])([O:15][CH3:16])[C:17]#[C:18][c:19]1[c:20](-[c:32]2[cH:33][cH:34][c:35]([F:38])[cH:36][cH:37]2)[n:21][c:22]2[cH:23][cH:24][cH:25][cH:26][c:27]2[c:28]1[CH:29]([CH3:30])[CH3:31]. Reactants: ClC1=C2C(=NN=C1C1=CC=CC=C1)N(N=C2C2=CC=CC=C2)CC(=O)O (2-(4-chloro-3,5-diphenyl-1H-pyrazolo[3,4-c]pyridazin-1-yl)acetic acid), ClC1=C2C(=NN=C1C1=CC=CC=C1)N(N=C2C2=CC=CC=C2)CC(=O)N2CCN(CC2)C (2-(4-Chloro-3,5-diphenyl-1H-pyrazolo[3,4-c]pyridazin-1-yl)-1-(4-methylpiperazin-1-yl)ethanone), C(C)(C)N1CCNCC1 (N-isopropylpiperazine). The product is ClC1=C2C(=NN=C1C1=CC=CC=C1)N(N=C2C2=CC=CC=C2)CC(=O)N2CCN(CC2)C(C)C (2-(4-Chloro-3,5-diphenyl-1H-pyrazolo[3,4-c]pyridazin-1-yl)-1-(4-isopropylpiperazin-1-yl)ethanone). RXN SMILES: [Cl:1][C:2]1[C:7]([C:8]2[CH:13]=[CH:12][CH:11]=[CH:10][CH:9]=2)=[N:6][N:5]=[C:4]2[N:14]([CH2:23][C:24](O)=[O:25])[N:15]=[C:16]([C:17]3[CH:22]=[CH:21][CH:20]=[CH:19][CH:18]=3)[C:3]=12.ClC1C(C2C=CC=CC=2)=NN=C2N(CC(N3CCN(C)CC3)=O)N=C(C3C=CC=CC=3)C=12.[CH:59]([N:62]1[CH2:67][CH2:66][NH:65][CH2:64][CH2:63]1)([CH3:61])[CH3:60]>>[Cl:1][C:2]1[C:7]([C:8]2[CH:13]=[CH:12][CH:11]=[CH:10][CH:9]=2)=[N:6][N:5]=[C:4]2[N:14]([CH2:23][C:24]([N:65]3[CH2:66][CH2:67][N:62]([CH:59]([CH3:61])[CH3:60])[CH2:63][CH2:64]3)=[O:25])[N:15]=[C:16]([C:17]3[CH:22]=[CH:21][CH:20]=[CH:19][CH:18]=3)[C:3]=12. Reported procedure: Compound 38 was synthesised from 2-(4-chloro-3,5-diphenyl-1H-pyrazolo[3,4-c]pyridazin-1-yl)acetic acid following a similar procedure outlined in Example 17 (Compound 1), using N-isopropylpiperazine instead of N-methylpiperazine in the final step. Procedure details: Example 173 was prepared from N-(3-bromopropyl)-2,2-bis(4-fluoro phenyl)acetamide and 2-methyl-N-[2,4,6-trifluoro-3-(4-piperidinyl)phenyl]propanamide according to the procedures described in Scheme 14; ESMS m/e: 588.3 (M+H)+. Reactants: BrCCCNC(C(C1=CC=C(C=C1)F)C1=CC=C(C=C1)F)=O (N-(3-bromopropyl)-2,2-bis(4-fluoro phenyl)acetamide), CC(C(=O)NC1=C(C(=C(C=C1F)F)C1CCNCC1)F)C (2-methyl-N-[2,4,6-trifluoro-3-(4-piperidinyl)phenyl]propanamide). Yields the product FC1=CC=C(C=C1)C(C(=O)NCCCN1CCC(CC1)C=1C(=C(C(=CC1F)F)NC(C(C)C)=O)F)C1=CC=C(C=C1)F (N-{3-[1-(3-{[bis(4-fluorophenyl)acetyl]amino}propyl)-4-piperidinyl]-2,4,6-trifluorophenyl}-2-methylpropanamide). As a reaction SMILES: Br[CH2:2][CH2:3][CH2:4][NH:5][C:6](=[O:22])[CH:7]([C:15]1[CH:20]=[CH:19][C:18]([F:21])=[CH:17][CH:16]=1)[C:8]1[CH:13]=[CH:12][C:11]([F:14])=[CH:10][CH:9]=1.[CH3:23][CH:24]([CH3:43])[C:25]([NH:27][C:28]1[C:33]([F:34])=[CH:32][C:31]([F:35])=[C:30]([CH:36]2[CH2:41][CH2:40][NH:39][CH2:38][CH2:37]2)[C:29]=1[F:42])=[O:26]>>[F:14][C:11]1[CH:12]=[CH:13][C:8]([CH:7]([C:15]2[CH:20]=[CH:19][C:18]([F:21])=[CH:17][CH:16]=2)[C:6]([NH:5][CH2:4][CH2:3][CH2:2][N:39]2[CH2:40][CH2:41][CH:36]([C:30]3[C:29]([F:42])=[C:28]([NH:27][C:25](=[O:26])[CH:24]([CH3:23])[CH3:43])[C:33]([F:34])=[CH:32][C:31]=3[F:35])[CH2:37][CH2:38]2)=[O:22])=[CH:9][CH:10]=1.